From a dataset of the Open Reaction Database (ORD), a public repository of structured organic reaction records. describe an organic reaction: reactants, conditions, products, and yield The reactants are ClC=1N=CC(=NC1)C(=O)OC (Methyl 5-chloropyrazine-2-carboxylate), C([O-])([O-])=O.[Cs+].[Cs+] (cesium carbonate), OC=1C=C(C(=O)NC2=NN(C=C2)C)C=C(C1)O[C@@H](CC)CO (3-hydroxy-5-{[(1S)-1-(hydroxymethyl)propyl]oxy}-N-(1-methyl-1H-pyrazol-3-yl)benzamide). Run in C(C)#N (acetonitrile). Reaction conditions: temperature 160 celsius. Product: OC[C@H](CC)OC=1C=C(C=C(C1)C(=O)NC1=NN(C=C1)C)OC=1N=CC(=NC1)C(=O)OC (Methyl 5-[(3-{[(1S)-1-(hydroxymethyl)propyl]oxy}-5-{[(1-methyl-1H-pyrazol-3-yl)amino]carbonyl}phenyl)oxy]pyrazine-2-carboxylate). The yield is 16.3%. As a reaction SMILES: Cl[C:2]1[N:3]=[CH:4][C:5]([C:8]([O:10][CH3:11])=[O:9])=[N:6][CH:7]=1.C(=O)([O-])[O-].[Cs+].[Cs+].[OH:18][C:19]1[CH:20]=[C:21]([CH:31]=[C:32]([O:34][C@H:35]([CH2:38][OH:39])[CH2:36][CH3:37])[CH:33]=1)[C:22]([NH:24][C:25]1[CH:29]=[CH:28][N:27]([CH3:30])[N:26]=1)=[O:23]>C(#N)C>[OH:39][CH2:38][C@@H:35]([O:34][C:32]1[CH:33]=[C:19]([O:18][C:2]2[N:3]=[CH:4][C:5]([C:8]([O:10][CH3:11])=[O:9])=[N:6][CH:7]=2)[CH:20]=[C:21]([C:22]([NH:24][C:25]2[CH:29]=[CH:28][N:27]([CH3:30])[N:26]=2)=[O:23])[CH:31]=1)[CH2:36][CH3:37] |f:1.2.3|. Reported procedure: Methyl 5-chloropyrazine-2-carboxylate (104 mg, 0.60 mmol) and cesium carbonate (467 mg, 1.43 mmol) were added to a solution of 3-hydroxy-5-{[(1S)-1-(hydroxymethyl)propyl]oxy}-N-(1-methyl-1H-pyrazol-3-yl)benzamide (175 mg, 0.570 mmol), in acetonitrile (5 mL) and the mixture heated in a microwave reactor at 160° C. for 330 minutes. The acetonitrile was removed in vacuo and the residue dissolved in ethyl acetate (25 mL), washed with water (20 mL), brine (20 mL), dried (MgSO4) and evaporated to a re... The reactants are CCO, CC(C)C1CCC(Oc2ccc3cc(C4(C)COC(=O)N4)ccc3c2)CC1, [Li+], [OH-], O. Product: CC(C)C1CCC(Oc2ccc3cc(C(C)(N)CO)ccc3c2)CC1. Reaction SMILES: [CH3:28][CH2:29][OH:30].[CH:1]([CH3:2])([CH3:3])[CH:4]1[CH2:5][CH2:6][CH:7]([O:10][c:11]2[cH:12][c:13]3[cH:14][cH:15][c:16]([C:21]4([CH3:27])[NH:22][C:23](=[O:26])[O:24][CH2:25]4)[cH:17][c:18]3[cH:19][cH:20]2)[CH2:8][CH2:9]1.[Li+:31].[OH-:32].[OH2:33]>>[CH:1]([CH3:2])([CH3:3])[CH:4]1[CH2:5][CH2:6][CH:7]([O:10][c:11]2[cH:12][c:13]3[cH:14][cH:15][c:16]([C:21]([NH2:22])([CH2:25][OH:24])[CH3:27])[cH:17][c:18]3[cH:19][cH:20]2)[CH2:8][CH2:9]1. Starting materials: CC(C)O, Cl, O=C(c1cccc([N+](=O)[O-])c1)C1CCN(C(=O)C(F)(F)F)CC1, O=C(c1ccccc1[N+](=O)[O-])C1CCN(C(=O)C(F)(F)F)CC1, O=C(c1ccc([N+](=O)[O-])cc1)C1CCN(C(=O)C(F)(F)F)CC1. The product is Cl, O=C(c1cccc([N+](=O)[O-])c1)C1CCNCC1. Reaction SMILES: [CH:71]([OH:72])([CH3:73])[CH3:74].[ClH:70].[N+:1](=[O:2])([O-:3])[c:4]1[cH:5][c:6]([C:7](=[O:8])[CH:9]2[CH2:10][CH2:11][N:12]([C:15]([C:16]([F:17])([F:18])[F:19])=[O:20])[CH2:13][CH2:14]2)[cH:21][cH:22][cH:23]1.[N+:24]([c:25]1[cH:26][cH:27][cH:28][cH:29][c:30]1[C:31]([CH:32]1[CH2:33][CH2:34][N:35]([C:36]([C:37]([F:38])([F:39])[F:40])=[O:41])[CH2:42][CH2:43]1)=[O:44])([O-:45])=[O:46].[N+:47]([c:48]1[cH:49][cH:50][c:51]([C:52]([CH:53]2[CH2:54][CH2:55][N:56]([C:57]([C:58]([F:59])([F:60])[F:61])=[O:62])[CH2:63][CH2:64]2)=[O:65])[cH:66][cH:67]1)([O-:68])=[O:69]>>[ClH:70].[N+:1](=[O:2])([O-:3])[c:4]1[cH:5][c:6]([C:7](=[O:8])[CH:9]2[CH2:10][CH2:11][NH:12][CH2:13][CH2:14]2)[cH:21][cH:22][cH:23]1. Reactants: CCOC(=O)C1(O)CC(CO)=NN1c1ncccc1Cl, COC(=O)c1cc(COS(C)(=O)=O)nn1-c1ncccc1Cl, COC(=O)c1cc(CCl)nn1-c1ncccc1Cl. The product is COC(=O)C1(O)CC(CO)=NN1c1ncccc1Cl. RXN SMILES: [Cl:1][c:2]1[c:3]([N:8]2[N:9]=[C:10]([CH2:19][OH:20])[CH2:11][C:12]2([C:13](=[O:14])[O:15][CH2:16][CH3:17])[OH:18])[n:4][cH:5][cH:6][cH:7]1.[Cl:21][c:22]1[c:23](-[n:24]2[c:25]([C:26]([O:27][CH3:28])=[O:29])[cH:30][c:31]([CH2:32][O:33][S:34]([CH3:35])(=[O:36])=[O:37])[n:38]2)[n:39][cH:40][cH:41][cH:42]1.[Cl:43][CH2:44][c:45]1[cH:46][c:47]([C:48]([O:49][CH3:50])=[O:51])[n:52](-[c:53]2[c:54]([Cl:55])[cH:56][cH:57][cH:58][n:59]2)[n:60]1>>[Cl:1][c:2]1[c:3]([N:8]2[N:9]=[C:10]([CH2:19][OH:20])[CH2:11][C:12]2([C:13](=[O:14])[O:15][CH3:16])[OH:18])[n:4][cH:5][cH:6][cH:7]1. Reactants: COC(=O)c1cccc(CC(=O)Nc2cccc(C=Cc3nc(C4CCC4)cs3)c2)c1, CO, [Li+], C1CCOC1, [OH-], O, O. Product: O=C(Cc1cccc(C(=O)O)c1)Nc1cccc(C=Cc2nc(C3CCC3)cs2)c1. Reaction SMILES: [CH3:1][O:2][C:3]([c:4]1[cH:5][c:6]([CH2:10][C:11](=[O:12])[NH:13][c:14]2[cH:15][c:16]([CH:20]=[CH:21][c:22]3[s:23][cH:24][c:25]([CH:27]4[CH2:28][CH2:29][CH2:30]4)[n:26]3)[cH:17][cH:18][cH:19]2)[cH:7][cH:8][cH:9]1)=[O:31].[CH3:37][OH:38].[Li+:41].[O:32]1[CH2:33][CH2:34][CH2:35][CH2:36]1.[OH-:40].[OH2:39].[OH2:42]>>[O:2]=[C:3]([c:4]1[cH:5][c:6]([CH2:10][C:11](=[O:12])[NH:13][c:14]2[cH:15][c:16]([CH:20]=[CH:21][c:22]3[s:23][cH:24][c:25]([CH:27]4[CH2:28][CH2:29][CH2:30]4)[n:26]3)[cH:17][cH:18][cH:19]2)[cH:7][cH:8][cH:9]1)[OH:31]. Starting materials: [H-].[H-].[H-].[H-].[Li+].[Al+3] (LiAlH4), C(C1=CC=CC=C1)(C1=CC=CC=C1)(C1=CC=CC=C1)NC1C(NCCC1)=O (3-(trityl-amino)-piperidin-2-one), [OH-].[Na+] (NaOH), O (water), O (water). The solvent is O1CCCC1 (tetrahydrofuran). Product: N1CC(CCC1)NC(C1=CC=CC=C1)(C1=CC=CC=C1)C1=CC=CC=C1 (Piperidin-3-yl-trityl-amine). Isolated yield 85.0%. As a reaction SMILES: [C:1]([NH:20][CH:21]1[CH2:26][CH2:25][CH2:24][NH:23][C:22]1=O)([C:14]1[CH:19]=[CH:18][CH:17]=[CH:16][CH:15]=1)([C:8]1[CH:13]=[CH:12][CH:11]=[CH:10][CH:9]=1)[C:2]1[CH:7]=[CH:6][CH:5]=[CH:4][CH:3]=1.[H-].[H-].[H-].[H-].[Li+].[Al+3].O.[OH-].[Na+]>O1CCCC1>[NH:23]1[CH2:24][CH2:25][CH2:26][CH:21]([NH:20][C:1]([C:8]2[CH:13]=[CH:12][CH:11]=[CH:10][CH:9]=2)([C:2]2[CH:3]=[CH:4][CH:5]=[CH:6][CH:7]=2)[C:14]2[CH:19]=[CH:18][CH:17]=[CH:16][CH:15]=2)[CH2:22]1 |f:1.2.3.4.5.6,8.9|. Reported procedure: Add 3-(trityl-amino)-piperidin-2-one (3.56 g, 10.0 mmol) in portions to a suspension of LiAlH4 (1.00 g, 26.5 mmol) in tetrahydrofuran (25 mL). Heat the reaction to reflux under nitrogen overnight. Cool the reaction to room temperature, add 1.0 mL water, follow by adding 3.0 mL 15% NaOH and 3.0 mL water. Filter the mixture, wash with tetrahydrofuran and concentrate. Patition the material between diethyl ether and water. Add 5.0N sodium hydroxide until the aqueous layer cleared. Extract he product... Reactants: Cc1ccc(O)cc1, CC(C)NC(=O)C1OC1c1ccccc1, CC#N, [H-], [Na+], C1COCCOCCOCCOCCOCCO1. Yields the product Cc1ccc(OC(c2ccccc2)C(O)C(=O)NC(C)C)cc1. As a reaction SMILES: [CH3:16][c:17]1[cH:18][cH:19][c:20]([OH:21])[cH:22][cH:23]1.[CH3:1][CH:2]([CH3:3])[NH:4][C:5](=[O:6])[CH:7]1[O:8][CH:9]1[c:10]1[cH:11][cH:12][cH:13][cH:14][cH:15]1.[CH3:44][C:45]#[N:46].[H-:24].[Na+:25].[O:26]1[CH2:27][CH2:28][O:29][CH2:30][CH2:31][O:32][CH2:33][CH2:34][O:35][CH2:36][CH2:37][O:38][CH2:39][CH2:40][O:41][CH2:42][CH2:43]1>>[CH3:1][CH:2]([CH3:3])[NH:4][C:5](=[O:6])[CH:7]([OH:8])[CH:9]([c:10]1[cH:11][cH:12][cH:13][cH:14][cH:15]1)[O:21][c:20]1[cH:19][cH:18][c:17]([CH3:16])[cH:23][cH:22]1. The reactants are Cc1cccc(C)c1OCCN(C)CCc1ccc([N+](=O)[O-])cc1, CC(C)O. Product: Cc1cccc(C)c1OCCN(C)CCc1ccc(N)cc1. Reaction SMILES: [CH3:1][c:2]1[c:3]([O:4][CH2:5][CH2:6][N:7]([CH3:8])[CH2:9][CH2:10][c:11]2[cH:12][cH:13][c:14]([N+:17]([O-:18])=[O:19])[cH:15][cH:16]2)[c:20]([CH3:24])[cH:21][cH:22][cH:23]1.[CH:25]([OH:26])([CH3:27])[CH3:28]>>[CH3:1][c:2]1[c:3]([O:4][CH2:5][CH2:6][N:7]([CH3:8])[CH2:9][CH2:10][c:11]2[cH:12][cH:13][c:14]([NH2:17])[cH:15][cH:16]2)[c:20]([CH3:24])[cH:21][cH:22][cH:23]1. Reactants: [Br-], CN(C)C=O, C=Cc1c[nH]c(=O)[nH]c1=O. The product is O=c1[nH]cc(C=CBr)c(=O)[nH]1. As a reaction SMILES: [Br-:11].[CH3:12][N:13]([CH3:14])[CH:15]=[O:16].[CH:1](=[CH2:2])[c:3]1[c:4](=[O:10])[nH:5][c:6](=[O:9])[nH:7][cH:8]1>>[CH:1](=[CH:2][Br:11])[c:3]1[c:4](=[O:10])[nH:5][c:6](=[O:9])[nH:7][cH:8]1.